Dataset: the Open Reaction Database (ORD), a public repository of structured organic reaction records. Task: describe an organic reaction: reactants, conditions, products, and yield Reactants: [OH-].[Na+] (NaOH), FC1=C2C(C(=CN(C2=CC=C1)CC1=CC=C(C=C1)I)C(=O)OCC)=O (ethyl 5-fluoro-1-(4-iodobenzyl)-4-oxo-1,4-dihydroquinoline-3-carboxylate), N1C(CCC1)=O (pyrrolidine-2-one), OC=1C=CC=C2C=CC=NC12 (8-hydroxyquinoline), C([O-])([O-])=O.[K+].[K+] (potassium carbonate), Cl (HCl). The reagents and catalysts are [Cu]I (copper(I)iodide). Run in CS(=O)C (DMSO), CN(C)C=O (DMF). Run at temperature 100 celsius, time 2 hour. Yields the product FC1=C2C(C(=CN(C2=CC=C1)CC1=CC=C(C=C1)N1C(CCC1)=O)C(=O)O)=O (5-Fluoro-4-oxo-1-[4-(2-oxopyrrolidin-1-yl)benzyl]-1,4-dihydroquinoline-3-carboxylic acid). Reaction SMILES: [F:1][C:2]1[CH:11]=[CH:10][CH:9]=[C:8]2[C:3]=1[C:4](=[O:25])[C:5]([C:20]([O:22]CC)=[O:21])=[CH:6][N:7]2[CH2:12][C:13]1[CH:18]=[CH:17][C:16](I)=[CH:15][CH:14]=1.[NH:26]1[CH2:30][CH2:29][CH2:28][C:27]1=[O:31].OC1C=CC=C2C=1N=CC=C2.C(=O)([O-])[O-].[K+].[K+].[OH-].[Na+].Cl>CN(C=O)C.CS(C)=O.[Cu]I>[F:1][C:2]1[CH:11]=[CH:10][CH:9]=[C:8]2[C:3]=1[C:4](=[O:25])[C:5]([C:20]([OH:22])=[O:21])=[CH:6][N:7]2[CH2:12][C:13]1[CH:14]=[CH:15][C:16]([N:26]2[CH2:30][CH2:29][CH2:28][C:27]2=[O:31])=[CH:17][CH:18]=1 |f:3.4.5,6.7|. Procedure details: To a solution of ethyl 5-fluoro-1-(4-iodobenzyl)-4-oxo-1,4-dihydroquinoline-3-carboxylate (0.060 g, 0.13 mmol), pyrrolidine-2-one (0.034 g, 0.40 mmol), 8-hydroxyquinoline (1.9 mg, 0.013 mmol) and potassium carbonate (0.037 g, 0.27 mmol) in 2 mL of DMF under nitrogen was added copper(I)iodide (10 mol %). The reaction mixture was heated to 100° C. for 22 hours, then cooled to room temperature. To the mixture was added 1 N NaOH (0.30 mL, 0.30 mmol). After 2 hours, the mixture was acidified with 6 N... The reactants are Cc1cc(Cl)nc(-c2ccccn2)n1, COc1cc(N)ccc1F. Product: COc1cc(Nc2cc(C)nc(-c3ccccn3)n2)ccc1F. As a reaction SMILES: [Cl:1][c:2]1[n:3][c:4](-[c:9]2[n:10][cH:11][cH:12][cH:13][cH:14]2)[n:5][c:6]([CH3:8])[cH:7]1.[F:15][c:16]1[c:17]([O:23][CH3:24])[cH:18][c:19]([NH2:20])[cH:21][cH:22]1>>[c:2]1([NH:20][c:19]2[cH:18][c:17]([O:23][CH3:24])[c:16]([F:15])[cH:22][cH:21]2)[n:3][c:4](-[c:9]2[n:10][cH:11][cH:12][cH:13][cH:14]2)[n:5][c:6]([CH3:8])[cH:7]1. Reactants: CCN(C(C)C)C(C)C, ClCCl, Cl, O=C(Cl)c1cccc(F)c1, NCc1cccc2c1C(=O)N(C1CCC(=O)NC1=O)C2=O. Product: O=C1CCC(N2C(=O)c3cccc(CNC(=O)c4cccc(F)c4)c3C2=O)C(=O)N1. RXN SMILES: [CH:23]([N:24]([CH:25]([CH3:26])[CH3:27])[CH2:28][CH3:29])([CH3:30])[CH3:31].[Cl:42][CH2:43][Cl:44].[ClH:1].[F:32][c:33]1[cH:34][c:35]([C:36](=[O:37])[Cl:38])[cH:39][cH:40][cH:41]1.[NH2:2][CH2:3][c:4]1[c:5]2[c:9]([cH:10][cH:11][cH:12]1)[C:8](=[O:13])[N:7]([CH:14]1[C:15](=[O:21])[NH:16][C:17](=[O:20])[CH2:18][CH2:19]1)[C:6]2=[O:22]>>[NH:2]([CH2:3][c:4]1[c:5]2[c:9]([cH:10][cH:11][cH:12]1)[C:8](=[O:13])[N:7]([CH:14]1[C:15](=[O:21])[NH:16][C:17](=[O:20])[CH2:18][CH2:19]1)[C:6]2=[O:22])[C:36]([c:35]1[cH:34][c:33]([F:32])[cH:41][cH:40][cH:39]1)=[O:37].